Dataset: the Open Reaction Database (ORD), a public repository of structured organic reaction records. Task: describe an organic reaction: reactants, conditions, products, and yield Reactants: C(C=C)[B-](CC)(CC)CC.[Li+] (lithium allyltriethylborate), F[B-](F)(F)F.C1(=CC=CC=C1)[S+](CC(=O)C1=CC=C(C=C1)C#N)C1=CC=CC=C1 (diphenyl(p-cyanophenacyl)sulfonium tetrafluoroborate), O (water), resultant mixture. The solvent is C(C)#N (acetonitrile), C(C)#N (acetonitrile). Product: C(C=C)[B-](CC)(CC)CC.C1(=CC=CC=C1)[S+](CC(=O)C1=CC=C(C=C1)C#N)C1=CC=CC=C1 (diphenyl(p-cyanophenacyl)sulfoniumallyltriethylborate). The yield is 60.6%. Reaction SMILES: [CH2:1]([B-:4]([CH2:9][CH3:10])([CH2:7][CH3:8])[CH2:5][CH3:6])[CH:2]=[CH2:3].[Li+].F[B-](F)(F)F.[C:17]1([S+:23]([C:35]2[CH:40]=[CH:39][CH:38]=[CH:37][CH:36]=2)[CH2:24][C:25]([C:27]2[CH:32]=[CH:31][C:30]([C:33]#[N:34])=[CH:29][CH:28]=2)=[O:26])[CH:22]=[CH:21][CH:20]=[CH:19][CH:18]=1.O>C(#N)C>[CH2:1]([B-:4]([CH2:9][CH3:10])([CH2:7][CH3:8])[CH2:5][CH3:6])[CH:2]=[CH2:3].[C:35]1([S+:23]([C:17]2[CH:22]=[CH:21][CH:20]=[CH:19][CH:18]=2)[CH2:24][C:25]([C:27]2[CH:28]=[CH:29][C:30]([C:33]#[N:34])=[CH:31][CH:32]=2)=[O:26])[CH:36]=[CH:37][CH:38]=[CH:39][CH:40]=1 |f:0.1,2.3,6.7|. Procedure details: A solution of 1.75 g of lithium allyltriethylborate in 50 ml of acetonitrile was added to solution of 5.00 g of diphenyl(p-cyanophenacyl)sulfonium tetrafluoroborate in 100 ml of acetonitrile, and the resultant mixture was stirred at room temperature for 30 minutes. Then, 200 ml of water was added. The resultant precipitate of a yellow oily component was recovered, and 100 ml of dichloromethane was added. The dichloromethane layer was washed with water, dried and concentrated to give 3.41 g of di...